Dataset: the Open Reaction Database (ORD), a public repository of structured organic reaction records. Task: describe an organic reaction: reactants, conditions, products, and yield Starting materials: Cl (HCl), [BH4-].[Na+] (Sodium borohydride), C(C)(=O)C=1N=C(OC1C)C1=CC=CC=C1 (4-acetyl-5-methyl-2-phenyloxazole), O (water). Solvent: C(C)O (ethanol). Conditions: time 1 hour. Product: CC1=C(N=C(O1)C1=CC=CC=C1)C(C)O (1-(5-methyl-2-phenyl-4-oxazolyl)ethanol). Isolated yield 85.8%. As a reaction SMILES: [BH4-].[Na+].[C:3]([C:6]1[N:7]=[C:8]([C:12]2[CH:17]=[CH:16][CH:15]=[CH:14][CH:13]=2)[O:9][C:10]=1[CH3:11])(=[O:5])[CH3:4].O.Cl>C(O)C>[CH3:11][C:10]1[O:9][C:8]([C:12]2[CH:17]=[CH:16][CH:15]=[CH:14][CH:13]=2)=[N:7][C:6]=1[CH:3]([OH:5])[CH3:4] |f:0.1|. Procedure details: Sodium borohydride (1.41 g) was added portionwise, at 0° C., to a solution of 4-acetyl-5-methyl-2-phenyloxazole (15.0 g) in ethanol (100 ml). The mixture was stirred for 1 hour at the same temperature, and then for 1 hour at room temperature. The reaction mixture was poured into water, which was neutralized with 2N HCl to obtain 1-(5-methyl-2-phenyl-4-oxazolyl)ethanol (13.0 g, 86%), which was recrystallized from ethyl acetate-hexane to give colorless prisms, m.p.101-102° C.